Dataset: the Open Reaction Database (ORD), a public repository of structured organic reaction records. Task: describe an organic reaction: reactants, conditions, products, and yield Reactants: Brc1ccccc1OCc1ccccc1, COc1c(C)c(C=O)c(OC)c(OC)c1OC, [Cl-], [Mg], [NH4+], C1CCOC1. Yields the product COc1c(C)c(C(O)c2ccccc2OCc2ccccc2)c(OC)c(OC)c1OC. Reaction SMILES: [CH2:1]([c:2]1[cH:3][cH:4][cH:5][cH:6][cH:7]1)[O:8][c:9]1[c:10]([Br:15])[cH:11][cH:12][cH:13][cH:14]1.[CH3:17][O:18][c:19]1[c:20]([CH3:33])[c:21]([CH:22]=[O:23])[c:24]([O:31][CH3:32])[c:25]([O:29][CH3:30])[c:26]1[O:27][CH3:28].[Cl-:34].[Mg:16].[NH4+:35].[O:36]1[CH2:37][CH2:38][CH2:39][CH2:40]1>>[CH2:1]([c:2]1[cH:3][cH:4][cH:5][cH:6][cH:7]1)[O:8][c:9]1[c:10]([CH:22]([c:21]2[c:20]([CH3:33])[c:19]([O:18][CH3:17])[c:26]([O:27][CH3:28])[c:25]([O:29][CH3:30])[c:24]2[O:31][CH3:32])[OH:23])[cH:11][cH:12][cH:13][cH:14]1. The reactants are C, CO, O=[N+]([O-])c1ccc(C(F)(F)F)c2ccccc12, [Pd]. The product is Nc1ccc(C(F)(F)F)c2ccccc12. As a reaction SMILES: [C:18].[CH3:20][OH:21].[N+:1]([O-:2])(=[O:3])[c:4]1[cH:5][cH:6][c:7]([C:14]([F:15])([F:16])[F:17])[c:8]2[cH:9][cH:10][cH:11][cH:12][c:13]12.[Pd:19]>>[NH2:1][c:4]1[cH:5][cH:6][c:7]([C:14]([F:15])([F:16])[F:17])[c:8]2[cH:9][cH:10][cH:11][cH:12][c:13]12. Reactants: C#CCOc1ccc2cnn(CC(C)NC(=O)OCc3ccccc3)c2c1, Cc1cc(C)cc(C)c1. The product is CC(Cn1ncc2ccc3c(c21)C=CCO3)NC(=O)OCc1ccccc1. As a reaction SMILES: [CH3:1][CH:2]([CH2:3][n:4]1[n:5][cH:6][c:7]2[cH:8][cH:9][c:10]([O:13][CH2:14][C:15]#[CH:16])[cH:11][c:12]12)[NH:17][C:18]([O:19][CH2:20][c:21]1[cH:22][cH:23][cH:24][cH:25][cH:26]1)=[O:27].[c:28]1([CH3:29])[cH:30][c:31]([CH3:32])[cH:33][c:34]([CH3:35])[cH:36]1>>[CH3:1][CH:2]([CH2:3][n:4]1[n:5][cH:6][c:7]2[cH:8][cH:9][c:10]3[c:11]([c:12]12)[CH:16]=[CH:15][CH2:14][O:13]3)[NH:17][C:18]([O:19][CH2:20][c:21]1[cH:22][cH:23][cH:24][cH:25][cH:26]1)=[O:27]. Starting materials: BrC1=C(C(=C(C2=CC=CC=C12)C1=CC=C(C=C1)Cl)C(C(=O)OC)O[Si](C)(C)C(C)(C)C)C (Methyl 2-(4-bromo-1-(4-chlorophenyl)-3-methylnaphthalen-2-yl)-2-(tert-butyldimethylsilyloxy)acetate). Solvent: C(=O)(C(F)(F)F)O (TFA), C(=O)(C(F)(F)F)O (TFA). Conditions: temperature 60 celsius, time 1 hour. The product is BrC1=C(C(=C(C2=CC=CC=C12)C1=CC=C(C=C1)Cl)C(C(=O)OC)O)C (methyl 2-(4-bromo-1-(4-chlorophenyl)-3-methylnaphthalen-2-yl)-2-hydroxyacetate). The yield is 70.3%. RXN SMILES: [Br:1][C:2]1[C:11]2[C:6](=[CH:7][CH:8]=[CH:9][CH:10]=2)[C:5]([C:12]2[CH:17]=[CH:16][C:15]([Cl:18])=[CH:14][CH:13]=2)=[C:4]([CH:19]([O:24][Si](C(C)(C)C)(C)C)[C:20]([O:22][CH3:23])=[O:21])[C:3]=1[CH3:32]>C(O)(C(F)(F)F)=O>[Br:1][C:2]1[C:11]2[C:6](=[CH:7][CH:8]=[CH:9][CH:10]=2)[C:5]([C:12]2[CH:13]=[CH:14][C:15]([Cl:18])=[CH:16][CH:17]=2)=[C:4]([CH:19]([OH:24])[C:20]([O:22][CH3:23])=[O:21])[C:3]=1[CH3:32]. Procedure: Methyl 2-(4-bromo-1-(4-chlorophenyl)-3-methylnaphthalen-2-yl)-2-(tert-butyldimethylsilyloxy)acetate (537.8 mg, 1.01 mmol) was dissolved in 4.0 mL TFA and heated to 60° C. The reaction was monitored by HPLC and turned dark quickly after addition of TFA. The reaction was completed after 1 h by HPLC, was removed from heat and diluted with toluene (20 mL) and concentrated in vacuo. This dilution/concentration was repeated twice more and the color was observed to diminished on each cycle. Purificatio... RXN SMILES: [Br:1][c:2]1[c:3]([CH3:11])[c:4]([C:5](=[O:6])[NH2:7])[cH:8][cH:9][cH:10]1.[CH2:12]1[O:13][CH2:14][CH2:15][CH2:16]1.[CH3:18][OH:19].[ClH:17]>>[Br:1][c:2]1[c:3]([CH3:11])[c:4]([CH2:5][NH2:7])[cH:8][cH:9][cH:10]1. Product: Cc1c(Br)cccc1CN. The reactants are Cc1c(Br)cccc1C(N)=O, C1CCOC1, CO, Cl. Starting materials: C1(=CC=C(C=C1)C(=O)[C@@]([C@@](C(=O)O)(O)C(=O)C1=CC=C(C=C1)C)(O)C(=O)O)C.C(CC)N1C=NC=C1CS(=O)C1=CC=C(N)C=C1 ((−)-4-(((1-propylimidazol-5-yl)methyl)sulfinyl)aniline di-p-toluoyl-D-tartarate). As a reaction SMILES: C1(C)C=CC(C([C@](C(O)=O)(O)[C@](C(C2C=CC(C)=CC=2)=O)(O)C(O)=O)=O)=CC=1.[CH2:29]([N:32]1[C:36]([CH2:37][S:38]([C:40]2[CH:46]=[CH:45][C:43]([NH2:44])=[CH:42][CH:41]=2)=[O:39])=[CH:35][N:34]=[CH:33]1)[CH2:30][CH3:31]>C(OCC)(=O)C>[CH2:29]([N:32]1[C:36]([CH2:37][S:38]([C:40]2[CH:41]=[CH:42][C:43]([NH2:44])=[CH:45][CH:46]=2)=[O:39])=[CH:35][N:34]=[CH:33]1)[CH2:30][CH3:31] |f:0.1|. Yields the product C(CC)N1C=NC=C1CS(=O)C1=CC=C(N)C=C1 ((−)-4-(((1-propylimidazol-5-yl)methyl)sulfinyl)aniline). The solvent is C(C)(=O)OCC (ethyl acetate). Reported procedure: (−)-4-(((1-propylimidazol-5-yl)methyl)sulfinyl)aniline di-p-toluoyl-D-tartarate 1hydrate (174 mg) was dissolved in ethyl acetate (5 ml) and 1N hydrochloric acid (1.77 ml) to separate the layers. To the aqueous layer was added 25% aqueous solution of potassium carbonate (1.77 ml) and the mixture was extracted with 2-propanol-ethyl acetate (1:4). The organic layer was washed with saturated brine, and dried over magnesium sulfate, and the solvent was distilled off under reduced pressure. To the obt... The reactants are O=C([O-])[O-], CC(=O)[O-], CC(=O)[O-], Cc1ccccc1, [Cs+], [Cs+], O=S(=O)(c1cccc(F)c1)c1cnc2c(I)cccc2c1, CCOC(=O)N1CC2CCNC2C1, [Pd+2]. The product is CCOC(=O)N1CC2CCN(c3cccc4cc(S(=O)(=O)c5cccc(F)c5)cnc34)C2C1. Reaction SMILES: [C:35](=[O:36])([O-:37])[O-:38].[C:48]([O-:49])(=[O:50])[CH3:51].[C:53]([O-:54])(=[O:55])[CH3:56].[CH3:41][c:42]1[cH:43][cH:44][cH:45][cH:46][cH:47]1.[Cs+:39].[Cs+:40].[F:1][c:2]1[cH:3][c:4]([S:8](=[O:9])(=[O:10])[c:11]2[cH:12][n:13][c:14]3[c:15]([I:21])[cH:16][cH:17][cH:18][c:19]3[cH:20]2)[cH:5][cH:6][cH:7]1.[NH:22]1[CH:23]2[CH:24]([CH2:25][CH2:26]1)[CH2:27][N:28]([C:30](=[O:31])[O:32][CH2:33][CH3:34])[CH2:29]2.[Pd+2:52]>>[F:1][c:2]1[cH:3][c:4]([S:8](=[O:9])(=[O:10])[c:11]2[cH:12][n:13][c:14]3[c:15]([N:22]4[CH:23]5[CH:24]([CH2:25][CH2:26]4)[CH2:27][N:28]([C:30](=[O:31])[O:32][CH2:33][CH3:34])[CH2:29]5)[cH:16][cH:17][cH:18][c:19]3[cH:20]2)[cH:5][cH:6][cH:7]1.